Dataset: the Open Reaction Database (ORD), a public repository of structured organic reaction records. Task: describe an organic reaction: reactants, conditions, products, and yield The reactants are C(CCC)[Li] (n-butyllithium), BrC1=CSC=C1Br (3,4-dibromothiophene), CN(C(CC)=O)OC (N-methyl-N-methoxypropionamide). The solvent is CCOCC (ether). Run at time 15 minute. Product: BrC1=CSC=C1C(CC)=O (3-bromo-4-(1-oxopropyl)thiophene). Isolated yield 38.3%. As a reaction SMILES: Br[C:2]1[C:6]([Br:7])=[CH:5][S:4][CH:3]=1.C([Li])CCC.CN(OC)[C:15](=[O:18])[CH2:16][CH3:17]>CCOCC>[Br:7][C:6]1[C:2]([C:15](=[O:18])[CH2:16][CH3:17])=[CH:3][S:4][CH:5]=1. Procedure: A solution of 3,4-dibromothiophene (6.0 g, 24.8 mmol) in 10 mL of ether was cooled to -78° C. and trated with n-butyllithium (9.92 mL, 2.5M solution in hexanes, 24.8 mmol). While holding the temperature at -78° C., the reaction was stirred for 15 minutes, then 2.9 g (24.8 mmol) of N-methyl-N-methoxypropionamide was added and the reaction was stirred for 1 hour. The reaction was quenched with satd NH4Cl, and the mixture was diluted with ether. The ether layer was separated, washed with water and ... Isolated yield 94.7%. Run in C(C)OCC (ethyl ether), C(C)OCC (ethyl ether). RXN SMILES: [H-].[Al+3].[Li+].[H-].[H-].[H-].[CH3:7][C:8]([CH2:15][CH2:16][CH:17]=[C:18]([CH3:25])[CH2:19][CH2:20][CH:21]=[C:22]([CH3:24])[CH3:23])=[CH:9][CH2:10][CH2:11][C:12](=[O:14])[CH3:13].O.[OH-].[Na+]>C(OCC)C>[CH3:7][C:8]([CH2:15][CH2:16][CH:17]=[C:18]([CH3:25])[CH2:19][CH2:20][CH:21]=[C:22]([CH3:24])[CH3:23])=[CH:9][CH2:10][CH2:11][CH:12]([OH:14])[CH3:13] |f:0.1.2.3.4.5,8.9|. Reactants: O (water), aqueous solution, [OH-].[Na+] (sodium hydroxide), CC(=CCCC(C)=O)CCC=C(CCC=C(C)C)C (6,10,14-trimethyl-5,9,13-pentadecatrien-2-one), [H-].[Al+3].[Li+].[H-].[H-].[H-] (lithium aluminum hydride). Reaction conditions: temperature 0 celsius. Reported procedure: To a 3 liter three-neck flask equipped with a dropping funnel, a stirrer and a condenser were added 38 g of lithium aluminum hydride and 700 ml of ethyl ether in a nitrogen gas stream and the mixture was stirred while maintaining at 0 ° C. To this solution was added dropwise 262 g (1.0 mol) of compound (6) as obtained above dissolved in 500 ml of ethyl ether within about 1 hour and the mixture was further reacted under stirring at room temperature for about 13 hours. After the completion of the ... Yields the product CC(=CCCC(C)O)CCC=C(CCC=C(C)C)C (6,10,14- trimethyl-5,9,13-pentadecatrien-2-ol), compound ( 3 ).